Dataset: the Open Reaction Database (ORD), a public repository of structured organic reaction records. Task: describe an organic reaction: reactants, conditions, products, and yield Starting materials: FC1=CC=C(C=C1)N1CC(CC1=O)C(=O)OC (methyl 1-(4-fluorophenyl)-5-oxopyrrolidine-3-carboxylate), [BH4-].[Na+] (sodium borohydride), C1CCOC1 (THF). The solvent is CO (MeOH). The product is FC1=CC=C(C=C1)N1C(CC(C1)CO)=O (1-(4-fluorophenyl)-4-(hydroxymethyl)pyrrolidin-2-one). RXN SMILES: [F:1][C:2]1[CH:7]=[CH:6][C:5]([N:8]2[C:12](=[O:13])[CH2:11][CH:10]([C:14](OC)=[O:15])[CH2:9]2)=[CH:4][CH:3]=1.[BH4-].[Na+].C1COCC1>CO>[F:1][C:2]1[CH:7]=[CH:6][C:5]([N:8]2[CH2:9][CH:10]([CH2:14][OH:15])[CH2:11][C:12]2=[O:13])=[CH:4][CH:3]=1 |f:1.2|. Procedure: A 500 mL round-bottomed flask was charged with methyl 1-(4-fluorophenyl)-5-oxopyrrolidine-3-carboxylate 52 (7.50 g, 31.6 mmol), sodium borohydride (1.32 g, 34.8 mmol), and 100 mL of THF. After being heated to reflux, 15 mL of MeOH was slowly added. After 1 h at reflux, the reaction was concentrated, 100 mL of water was added, and the mixture was extracted with DCM. The combined extracts were dried and concentrated to give 1-(4-fluorophenyl)-4-(hydroxymethyl)pyrrolidin-2-one 53. Reactants: C(C)(=O)OC1=CC=2CC[C@H]3[C@@H]4[C@@H]([C@@H]([C@@H]([C@@]4(C)CC[C@@H]3C2C=C1)OC(C)=O)O)O (estra-1,3,5(10)-triene-3,15β,16β,17β-tetrol-3,17 diacetate), C(C)(=O)OC1=CC=2CC[C@H]3[C@@H]4[C@H]([C@H]([C@H]([C@@]4(C)CC[C@@H]3C2C=C1)OC(C)=O)O)O (estra-1,3,5(10)-triene-3,15α,16α,17α-tetraol-3,17-diacetate). The solvent is CO (methanol). Yields the product C[C@]12CC[C@H]3[C@H]([C@@H]1[C@H]([C@H]([C@@H]2O)O)O)CCC4=C3C=CC(=C4)O (estetrol). RXN SMILES: C([O:4][C:5]1[CH:22]=[CH:21][C:20]2[C@@H:19]3[C@H:10]([C@H:11]4[C@@:15]([CH2:17][CH2:18]3)([CH3:16])[C@@H:14]([O:23]C(=O)C)[C@@H:13]([OH:27])[C@H:12]4[OH:28])[CH2:9][CH2:8][C:7]=2[CH:6]=1)(=O)C.C(OC1C=CC2[C@@H]3[C@H]([C@H]4[C@@](CC3)(C)[C@H](OC(=O)C)[C@H](O)[C@@H]4O)CCC=2C=1)(=O)C>CO>[CH3:16][C@@:15]12[C@@H:14]([OH:23])[C@H:13]([OH:27])[C@H:12]([OH:28])[C@H:11]1[C@@H:10]1[CH2:9][CH2:8][C:7]3[CH:6]=[C:5]([OH:4])[CH:22]=[CH:21][C:20]=3[C@H:19]1[CH2:18][CH2:17]2. Procedure: The carbonyl group at C17 of the 3-hydroxyestetra-1,3,5(10),15-tetraen-17-one was reduced with LiAlH4 to estra-1,3,5(10),15-tetraene-3,17-diol that was isolated as the diacetate (compound B). Compound B was subjected to cis-hydroxylation of the double bond of D ring by using Osmium tetraoxyde which resulted into the formation of estra-1,3,5(10)-triene-3,15α,16α,17α-tetraol-3,17-diacetate (compound C) as the major product associated with estra-1,3,5(10)-triene-3,15β,16β,17β-tetrol-3,17 diacetate.... The reactants are OCC1CN(Cc2ccccc2)CCO1, Cc1ccc(S(=O)(=O)Cl)cc1, c1ccncc1. The product is Cc1ccc(S(=O)(=O)OCC2CN(Cc3ccccc3)CCO2)cc1. Reaction SMILES: [CH2:1]([c:2]1[cH:3][cH:4][cH:5][cH:6][cH:7]1)[N:8]1[CH2:9][CH:10]([CH2:14][OH:15])[O:11][CH2:12][CH2:13]1.[c:16]1([CH3:26])[cH:17][cH:18][c:19]([S:22](=[O:23])(=[O:24])[Cl:25])[cH:20][cH:21]1.[cH:27]1[cH:28][cH:29][n:30][cH:31][cH:32]1>>[CH2:1]([c:2]1[cH:3][cH:4][cH:5][cH:6][cH:7]1)[N:8]1[CH2:9][CH:10]([CH2:14][O:15][S:22]([c:19]2[cH:18][cH:17][c:16]([CH3:26])[cH:21][cH:20]2)(=[O:23])=[O:24])[O:11][CH2:12][CH2:13]1. RXN SMILES: [CH2:44]1[O:45][CH2:46][CH2:47][CH2:48]1.[CH3:1][O:2][C:3]([CH:4]([CH2:5][CH:6]([CH3:7])[CH3:8])[O:9][CH2:10][CH:11]1[N:12]([S:36](=[O:37])(=[O:38])[CH3:39])[CH2:13][CH:14]([S:16][C:17]([c:18]2[cH:19][cH:20][cH:21][cH:22][cH:23]2)([c:24]2[cH:25][cH:26][cH:27][cH:28][cH:29]2)[c:30]2[cH:31][cH:32][cH:33][cH:34][cH:35]2)[CH2:15]1)=[O:40].[CH3:41][CH2:42][OH:43]>>[O:2]=[C:3]([CH:4]([CH2:5][CH:6]([CH3:7])[CH3:8])[O:9][CH2:10][CH:11]1[N:12]([S:36](=[O:37])(=[O:38])[CH3:39])[CH2:13][CH:14]([S:16][C:17]([c:18]2[cH:19][cH:20][cH:21][cH:22][cH:23]2)([c:24]2[cH:25][cH:26][cH:27][cH:28][cH:29]2)[c:30]2[cH:31][cH:32][cH:33][cH:34][cH:35]2)[CH2:15]1)[OH:40]. Yields the product CC(C)CC(OCC1CC(SC(c2ccccc2)(c2ccccc2)c2ccccc2)CN1S(C)(=O)=O)C(=O)O. Starting materials: C1CCOC1, COC(=O)C(CC(C)C)OCC1CC(SC(c2ccccc2)(c2ccccc2)c2ccccc2)CN1S(C)(=O)=O, CCO. Reactants: COC(=O)c1cccc(NNC(=O)OC(C)(C)C)c1, C1COCCO1, Cl, [K+], [OH-]. Product: CC(C)(C)OC(=O)NNc1cccc(C(=O)O)c1. As a reaction SMILES: [C:1]([CH3:2])([CH3:3])([CH3:4])[O:5][C:6](=[O:7])[NH:8][NH:9][c:10]1[cH:11][c:12]([C:16](=[O:17])[O:18][CH3:19])[cH:13][cH:14][cH:15]1.[CH2:23]1[O:24][CH2:25][CH2:26][O:27][CH2:28]1.[ClH:22].[K+:21].[OH-:20]>>[C:1]([CH3:2])([CH3:3])([CH3:4])[O:5][C:6](=[O:7])[NH:8][NH:9][c:10]1[cH:11][c:12]([C:16](=[O:17])[OH:18])[cH:13][cH:14][cH:15]1.